This data is from the Open Reaction Database (ORD), a public repository of structured organic reaction records. The task is: describe an organic reaction: reactants, conditions, products, and yield Reactants: [OH-].[Na+] (sodium hydroxide), CC1=NN(C(=C1)N)C1=NC=CC=C1 (3-methyl-1-(2-pyridinyl)-1H-pyrazol-5-amine), polyphosphoric acid, C(CC(=O)C)(=O)OCC (ethyl acetoacetate). Run in O (water). Reaction conditions: temperature 130 celsius, time 1 hour. Product: CC1=NN(C=2N=C(C=C(C21)O)C)C2=NC=CC=C2 (3,6-Dimethyl-1-(2-pyridinyl)-1H-pyrazolo[3,4-b]pyridin-4-ol). Isolated yield 30.0%. As a reaction SMILES: [CH3:1][C:2]1[CH:6]=[C:5]([NH2:7])[N:4]([C:8]2[CH:13]=[CH:12][CH:11]=[CH:10][N:9]=2)[N:3]=1.[C:14](OCC)(=[O:19])[CH2:15][C:16]([CH3:18])=O.[OH-].[Na+]>O>[CH3:1][C:2]1[C:6]2[C:14]([OH:19])=[CH:15][C:16]([CH3:18])=[N:7][C:5]=2[N:4]([C:8]2[CH:13]=[CH:12][CH:11]=[CH:10][N:9]=2)[N:3]=1 |f:2.3|. Reported procedure: A mixture of 3-methyl-1-(2-pyridinyl)-1H-pyrazol-5-amine (1.8 g, 10 mmol) and polyphosphoric acid (4.2 g) was heated at 130° C. The mixture was stirred thoroughly at the same temperature, while ethyl acetoacetate (1.3 mL, 10 mmol) was added dropwise thereto, and the resulting mixture was stirred at the same temperature for 1 hour. The mixture was cooled to room temperature, iced water was added thereto. The mixture was neutralized with an aqueous sodium hydroxide solution, and organic matter was... Starting materials: CCO, O=Cc1ccccc1, [K+], O=C(O)Cc1ccc2c(c1)C(=O)CC2, [OH-]. Product: O=C(O)Cc1ccc2c(c1)C(=O)C(=Cc1ccccc1)C2. RXN SMILES: [CH3:25][CH2:26][OH:27].[CH:17](=[O:18])[c:19]1[cH:20][cH:21][cH:22][cH:23][cH:24]1.[K+:16].[O:1]=[C:2]1[CH2:3][CH2:4][c:5]2[cH:6][cH:7][c:8]([CH2:11][C:12](=[O:13])[OH:14])[cH:9][c:10]21.[OH-:15]>>[O:1]=[C:2]1[C:3](=[CH:17][c:19]2[cH:20][cH:21][cH:22][cH:23][cH:24]2)[CH2:4][c:5]2[cH:6][cH:7][c:8]([CH2:11][C:12](=[O:13])[OH:14])[cH:9][c:10]21. Reactants: C(=O)C=1C=C(C(=NC1)C(=O)OC)C(=O)OC (5-formyl-2,3-pyridinedicarboxylic acid, dimethyl ester), 5-dimethyl acetal, C1(=CC=C(C=C1)S(=O)(=O)O)C (p-toluenesulfonic acid), C(CCCO)O (1,4-butanediol), C([O-])(O)=O.[Na+] (sodium bicarbonate). Run in C1(=CC=CC=C1)C (toluene). Yields the product O1C(OCCCC1)C=1C=CC(NC1)(C(=O)OC)C(=O)OC (Dimethyl 5-(1,3-Dioxepan-2-yl)-2,2-pyridinedicarboxylate). Yield: 62.0%. As a reaction SMILES: [CH:1]([C:3]1[CH:4]=[C:5](C(OC)=O)[C:6]([C:9]([O:11][CH3:12])=[O:10])=[N:7][CH:8]=1)=[O:2].[C:17]1(C)C=CC(S(O)(=O)=O)=CC=1.[CH2:28]([OH:33])[CH2:29][CH2:30][CH2:31]O.[C:34](=[O:37])(O)[O-:35].[Na+]>C1(C)C=CC=CC=1>[O:33]1[CH2:28][CH2:29][CH2:30][CH2:31][O:2][CH:1]1[C:3]1[CH:4]=[CH:5][C:6]([C:9]([O:11][CH3:12])=[O:10])([C:34]([O:35][CH3:17])=[O:37])[NH:7][CH:8]=1 |f:3.4|. Reported procedure: A solution of 5-formyl-2,3-pyridinedicarboxylic acid, dimethyl ester, 5-dimethyl acetal (1.3 g, 0.0048 mol), a catalytic amount of p-toluenesulfonic acid, 1,4-butanediol and toluene is heated at reflux temperature for 2 hours and 30 minutes. The reaction mixture is cooled to room temperature, made basic with sodium bicarbonate and concentrated in vacuo to give a liquid. The liquid is partitioned between methylene chloride and 5% sodium bicarbonate solution. The layers are separated and the aqueo... Reactants: BrC=1C(N(C2=NC=CC=C2C1O)C1=CC=CC=C1)=O (3-bromo-4-hydroxy-1-phenyl-1,8-naphthyridin-2(1H)-one), N1CCCC1 (pyrrolidine). Run in CN(C)C=O (DMF), C(Cl)Cl (CH2Cl2). Conditions: temperature 100 celsius. The product is [OH-].OC1=C(C(N(C2=NC=CC=C12)C1=CC=CC=C1)=O)[NH+]1CCCC1 (1-(1,2-dihydro-4-hydroxy-1-phenyl-2-oxo-1,8-naphthyridin-3-yl)-pyrrolidinium hydroxide). RXN SMILES: Br[C:2]1[C:3](=[O:19])[N:4]([C:13]2[CH:18]=[CH:17][CH:16]=[CH:15][CH:14]=2)[C:5]2[C:10]([C:11]=1[OH:12])=[CH:9][CH:8]=[CH:7][N:6]=2.[NH:20]1[CH2:24][CH2:23][CH2:22][CH2:21]1>CN(C=O)C.C(Cl)Cl>[OH-:12].[OH:12][C:11]1[C:10]2[C:5](=[N:6][CH:7]=[CH:8][CH:9]=2)[N:4]([C:13]2[CH:18]=[CH:17][CH:16]=[CH:15][CH:14]=2)[C:3](=[O:19])[C:2]=1[NH+:20]1[CH2:24][CH2:23][CH2:22][CH2:21]1 |f:4.5|. Reported procedure: A solution of 3-bromo-4-hydroxy-1-phenyl-1,8-naphthyridin-2(1H)-one (2 g) in a mixture of pyrrolidine (10 mL) and DMF (5 mL) was stirred and heated at 100° C. for 2 days. The resulting mixture was then cooled, diluted with CH2Cl2 (100 mL) and filtered. The solid was triturated with hot CHCl3, filtered, and dried to yield the desired product, m.p. 282°-284° C. The reagents and catalysts are [Pd] (Pd/C). Conditions: time 8 hour. Starting materials: FC1=C(C(=CC(=C1)[N+](=O)[O-])F)N1CCOCC1 (4-(2,6-difluoro-4-nitrophenyl)morpholine), C1CCOC1 (THF). Product: FC=1C=C(N)C=C(C1N1CCOCC1)F (3,5-difluoro-4-morpholinoaniline). Procedure: A mixture of 4-(2,6-difluoro-4-nitrophenyl)morpholine (4.71 g, 19.3 mmol), THF (30 mL), ethanol (30 mL) and Pd/C (2.0 g, 10%) was stirred at rt under H2 overnight. The mixture was filtered and concentrated in vacuo and the residue was purified by a silica gel column chromatography (PE/EtOAc (V/V)=8:1) to give the title compound as a yellow solid (3.62 g, 88%). The solvent is C(C)O (ethanol). Reaction SMILES: [F:1][C:2]1[CH:7]=[C:6]([N+:8]([O-])=O)[CH:5]=[C:4]([F:11])[C:3]=1[N:12]1[CH2:17][CH2:16][O:15][CH2:14][CH2:13]1.C1COCC1>[Pd].C(O)C>[F:11][C:4]1[CH:5]=[C:6]([CH:7]=[C:2]([F:1])[C:3]=1[N:12]1[CH2:17][CH2:16][O:15][CH2:14][CH2:13]1)[NH2:8]. The yield is 87.6%. The reactants are [C@@H]12C(OC([C@H]2C1)=O)=O (rel-(1R,5S)-3-oxabicyclo[3.1.0]hexane-2,4-dione), CC(C)(C)O (2-methyl-2-propanol). Run at temperature 110 celsius, time 2.5 day. The product is C(C)(C)(C)OC(=O)[C@@H]1[C@@H](C1)C(=O)O (rel-(1R,2S)-2-(tert-butoxycarbonyl)cyclopropanecarboxylic acid). As a reaction SMILES: [C@@H:1]12[CH2:6][C@@H:5]1[C:4](=[O:7])[O:3][C:2]2=[O:8].[CH3:9][C:10]([OH:13])([CH3:12])[CH3:11]>>[C:10]([O:13][C:4]([C@H:5]1[CH2:6][C@H:1]1[C:2]([OH:8])=[O:3])=[O:7])([CH3:12])([CH3:11])[CH3:9]. Reported procedure: A mixture of rel-(1R,5S)-3-oxabicyclo[3.1.0]hexane-2,4-dione (1.1 g) and 2-methyl-2-propanol (10 ml) was stirred at 110° C. for 2.5 days. The reaction mixture was concentrated under reduced pressure to obtain rel-(1R,2S)-2-(tert-butoxycarbonyl)cyclopropanecarboxylic acid (1.8 g). Starting materials: FC1=CC(=C(C(=O)O)C=C1)O (4-fluoro-2-hydroxybenzoic acid), S(=O)(Cl)Cl (thionyl chloride), C(C)O (ethanol). The product is C(C)OC(C1=C(C=C(C=C1)F)O)=O (4-fluoro-2-hydroxybenzoic acid ethyl ester). RXN SMILES: [F:1][C:2]1[CH:10]=[CH:9][C:5]([C:6]([OH:8])=[O:7])=[C:4]([OH:11])[CH:3]=1.S(Cl)(Cl)=O.[CH2:16](O)[CH3:17]>>[CH2:16]([O:7][C:6](=[O:8])[C:5]1[CH:9]=[CH:10][C:2]([F:1])=[CH:3][C:4]=1[OH:11])[CH3:17]. Procedure details: To a solution of 4-fluoro-2-hydroxybenzoic acid (3.0 g) in ethanol (40 mL) was added thionyl chloride (5.61 mL) at 0° C., and this mixture was heated to reflux for 24 hours. This reaction mixture was concentrated, and this residue was poured into water, and this mixture was extracted with ethyl acetate. This organic layer was washed with water and brine, dried over anhydrous magnesium sulfate. The solvent was removed under reduced pressure to give 4-fluoro-2-hydroxybenzoic acid ethyl ester (3.5 ...